Task: describe an organic reaction: reactants, conditions, products, and yield. Dataset: the Open Reaction Database (ORD), a public repository of structured organic reaction records The reactants are [N+](=O)([O-])C1=C(C(=O)Cl)C=CC=C1 (o-nitrobenzoyl chloride), O (H2O), Mg(OEt)2, C(C)(=O)C1C(OCC1)=O (dihydro-3-acetyl-(3H)-furanone). Solvent: C1(=CC=CC=C1)C (toluene), C1(=CC=CC=C1)C (toluene). Reaction conditions: time 2 hour. Yields the product [N+](=O)([O-])C1=C(C(=O)C2C(OCC2)=O)C=CC=C1 (dihydro-3-(o-nitrobenzoyl)-2(3H)-furanone). Isolated yield 372.0%. As a reaction SMILES: [C:1]([CH:4]1[CH2:8][CH2:7][O:6][C:5]1=[O:9])(=[O:3])[CH3:2].[N+:10]([C:13]1C=[CH:20][CH:19]=[CH:18][C:14]=1C(Cl)=O)([O-:12])=[O:11].O>C1(C)C=CC=CC=1>[N+:10]([C:13]1[CH:14]=[CH:18][CH:19]=[CH:20][C:2]=1[C:1]([CH:4]1[CH2:8][CH2:7][O:6][C:5]1=[O:9])=[O:3])([O-:12])=[O:11]. Procedure details: A mixture of Mg(OEt)2 (63 g, 0.55 mole) in toluene, under N2, is treated with dihydro-3-acetyl-(3H)-furanone (141 g, 1.10 mole) at 7°-10° C. over a 15 minute period and stirred at 25°-30° C. for 2 hours. The resultant reaction mixture is treated with a solution of o-nitrobenzoyl chloride (185.7 g, 1.0 mole) in toluene at 25°-35° C. over a 45 minute period, stirred at ambient temperatures for 1.75 hours, treated with 400 mL H2O and heated at 60°-75° until reaction is complete by LC analysis. The ... RXN SMILES: [Cl:1][C:2]1[N:7]=[C:6]([N:8]([CH3:28])[C:9]2[CH:27]=[CH:26][C:12]3[N:13]([CH3:25])[C:14]([NH:16][CH2:17][C:18]4[CH:23]=[CH:22][C:21]([F:24])=[CH:20][CH:19]=4)=[N:15][C:11]=3[CH:10]=2)[CH:5]=[CH:4][N:3]=1.[NH2:29][C:30]1[CH:31]=[CH:32][C:33]([CH3:40])=[C:34]([S:36]([NH2:39])(=[O:38])=[O:37])[CH:35]=1>>[ClH:1].[F:24][C:21]1[CH:22]=[CH:23][C:18]([CH2:17][NH:16][C:14]2[N:13]([CH3:25])[C:12]3[CH:26]=[CH:27][C:9]([N:8]([CH3:28])[C:6]4[CH:5]=[CH:4][N:3]=[C:2]([NH:29][C:30]5[CH:31]=[CH:32][C:33]([CH3:40])=[C:34]([S:36]([NH2:39])(=[O:37])=[O:38])[CH:35]=5)[N:7]=4)=[CH:10][C:11]=3[N:15]=2)=[CH:19][CH:20]=1 |f:2.3|. The product is Cl.FC1=CC=C(CNC2=NC3=C(N2C)C=CC(=C3)N(C3=NC(=NC=C3)NC=3C=CC(=C(C3)S(=O)(=O)N)C)C)C=C1 (5-(4-{[2-(4-Fluoro-benzylamino)-1-methyl-1H-benzoimidazol-5-yl]-methyl-amino}-pyrimidin-2-ylamino)-2-methyl-benzenesulfonamide hydrochloride). Reactants: ClC1=NC=CC(=N1)N(C1=CC2=C(N(C(=N2)NCC2=CC=C(C=C2)F)C)C=C1)C (N5-(2-chloro-pyrimidin-4-yl)-N2-(4-fluoro-benzyl)-1,N5-dimethyl-1H-benzoimidazole-2,5-diamine), NC=1C=CC(=C(C1)S(=O)(=O)N)C (5-amino-2-methyl-benzenesulfonamide). Procedure: The title compound was prepared following the procedure of example one with N5-(2-chloro-pyrimidin-4-yl)-N2-(4-fluoro-benzyl)-1,N5-dimethyl-1H-benzoimidazole-2,5-diamine (99 mg, 0.25 mmol) and 5-amino-2-methyl-benzenesulfonamide (47 mg, 0.25 mmol) as a white solid (69 mg, 48%). 1H NMR (300 MHz, d6-DMSO+NaHCO3) δ10.28 (br s, 1H), 9.61 (br s, 1H), 8.45 (s, 1H), 7.86 (d, J=2.1 Hz, 1H), 7.63 (m, 1H), 7.52-7.59 (m, 3H), 7.37 (s, 1H), 7.31 (s, 2H), 7.13-7.26 (m, 4H), 5.74 (d, J=4.5 Hz, 1H), 4.73 (d, J... The reactants are C(C(C)(C)C)O (neopentyl alcohol), [H-].[Na+] (sodium hydride), ClC=1C2=C(C(N(N1)C)=O)N(C=C2)C2=C(C=C(C=C2)C)C (4-chloro-1-(2,4-dimethylphenyl)-6-methyl-1,6-dihydro-7H-pyrrolo[2,3-d]pyridazin-7-one). Run in O (water), CN(C)C=O (DMF). Reaction conditions: temperature 60 celsius, time 2 hour. Yields the product CC1=C(C=CC(=C1)C)N1C=CC2=C1C(N(N=C2OCC(C)(C)C)C)=O (1-(2,4-Dimethylphenyl)-6-methyl-4-(neopentyloxy)-1,6-dihydro-7H-pyrrolo[2,3-d]pyridazin-7-one). The yield is 62.9%. Reaction SMILES: [CH2:1]([OH:6])[C:2]([CH3:5])([CH3:4])[CH3:3].[H-].[Na+].Cl[C:10]1[C:11]2[CH:20]=[CH:19][N:18]([C:21]3[CH:26]=[CH:25][C:24]([CH3:27])=[CH:23][C:22]=3[CH3:28])[C:12]=2[C:13](=[O:17])[N:14]([CH3:16])[N:15]=1>CN(C=O)C.O>[CH3:28][C:22]1[CH:23]=[C:24]([CH3:27])[CH:25]=[CH:26][C:21]=1[N:18]1[C:12]2[C:13](=[O:17])[N:14]([CH3:16])[N:15]=[C:10]([O:6][CH2:1][C:2]([CH3:5])([CH3:4])[CH3:3])[C:11]=2[CH:20]=[CH:19]1 |f:1.2|. Procedure details: To a solution of neopentyl alcohol (39.7 mg, 0.45 mmol) in DMF (1 ml) was added sodium hydride (60% in oil, 18 mg, 0.45 mmol). The mixture was stirred for 10 min before addition of 4-chloro-1-(2,4-dimethylphenyl)-6-methyl-1,6-dihydro-7H-pyrrolo[2,3-d]pyridazin-7-one (43.2 mg, 0.15 mmol). The mixture was stirred at 60° C. for 2 hours, then diluted with water (30 ml) and extracted with ethyl acetate (30 ml). The extract was washed with water, dried over magnesium sulfate and concentrated in vacuo....